Dataset: the Open Reaction Database (ORD), a public repository of structured organic reaction records. Task: describe an organic reaction: reactants, conditions, products, and yield The reactants are C1CCOC1, CC(C)(C)[O-], COc1ccc(-n2c(C)nc(C(Cl)=C(C=O)c3ccnc(Cl)c3)c2C)cc1C(F)(F)F, [K+], O. The product is COc1ccc(-n2c(C)nc(C#Cc3ccnc(Cl)c3)c2C)cc1C(F)(F)F. As a reaction SMILES: [CH2:39]1[O:40][CH2:41][CH2:42][CH2:43]1.[CH3:32][C:33]([CH3:34])([O-:35])[CH3:36].[Cl:1][C:2](=[C:3]([CH:4]=[O:5])[c:6]1[cH:7][c:8]([Cl:12])[n:9][cH:10][cH:11]1)[c:13]1[n:14][c:15]([CH3:31])[n:16](-[c:19]2[cH:20][c:21]([C:27]([F:28])([F:29])[F:30])[c:22]([O:25][CH3:26])[cH:23][cH:24]2)[c:17]1[CH3:18].[K+:37].[OH2:38]>>[C:2](#[C:3][c:6]1[cH:7][c:8]([Cl:12])[n:9][cH:10][cH:11]1)[c:13]1[n:14][c:15]([CH3:31])[n:16](-[c:19]2[cH:20][c:21]([C:27]([F:28])([F:29])[F:30])[c:22]([O:25][CH3:26])[cH:23][cH:24]2)[c:17]1[CH3:18]. Starting materials: O=C1C2=C(OC3=C(C1)C=CC=N3)C=CC(=C2)CC(=O)N ((5,6-dihydro-6-oxo benzo[b]pyrido[3,2-f]oxepin-8-yl)-acetamide), [OH-].[K+] (potassium hydroxide), O (water). The solvent is O.C(C)O (water ethanol). The product is O=C1C2=C(OC3=C(C1)C=CC=N3)C=CC(=C2)CC(=O)O ((5,6-dihydro-6-oxo benzo[b]pyrido[3,2-f]-oxepin-8-yl)-acetic acid). Yield: 73.7%. Reaction SMILES: [O:1]=[C:2]1[CH2:8][C:7]2[CH:9]=[CH:10][CH:11]=[N:12][C:6]=2[O:5][C:4]2[CH:13]=[CH:14][C:15]([CH2:17][C:18](N)=[O:19])=[CH:16][C:3]1=2.[OH-:21].[K+].O>O.C(O)C>[O:1]=[C:2]1[CH2:8][C:7]2[CH:9]=[CH:10][CH:11]=[N:12][C:6]=2[O:5][C:4]2[CH:13]=[CH:14][C:15]([CH2:17][C:18]([OH:19])=[O:21])=[CH:16][C:3]1=2 |f:1.2,4.5|. Reported procedure: To 50 mg of (5,6-dihydro-6-oxo benzo[b]pyrido[3,2-f]oxepin-8-yl)-acetamide was added 0.4 g of potassium hydroxide in 4 ml of water/ethanol (1:1), and the mixture was refluxed for 3 hours. After cooling, to this was added water, and the mixture was washed with ethyl acetate. The aqueous layer was acidified with acetic acid and extracted with ethyl acetate. The extract was washed with water and then a saturated sodium chloride solution and dried over anhydrous sodium sulfate. The solvent was disti...